The task is: describe an organic reaction: reactants, conditions, products, and yield. This data is from the Open Reaction Database (ORD), a public repository of structured organic reaction records. Starting materials: ClN1C(CCC1=O)=O (N-chlorosuccinimide), ClC1=C(C=CC(=C1)Cl)C(C(CN1C=C(C[C@H](NC(=O)OC(C)(C)C)C(=O)O)N=C1)C1=CC=CC=C1)=O (1-[3-(2,4-dichlorophenyl)-3-oxo-2-phenylpropyl]-N-[(1,1-dimethylethoxy)carbonyl]-L-histidine), C[Si]([N-][Si](C)(C)C)(C)C.[Li+] (lithium hexamethyldisilazide). The solvent is O1CCCC1 (tetrahydrofuran), C(C)(=O)OCC (ethyl acetate), O1CCCC1 (tetrahydrofuran), O1CCCC1 (tetrahydrofuran). Yields the product ClC(CN1C=C(C[C@H](NC(=O)OC(C)(C)C)C(=O)O)N=C1)(C(=O)C1=C(C=C(C=C1)Cl)Cl)C1=CC=CC=C1 (1-[2-chloro-3-(2,4-dichlorophenyl)-3-oxo-2-phenylpropyl]-N-[ (1,1-dimethylethoxy)carbonyl]-L-histidine). The yield is 48.7%. RXN SMILES: [Cl:1][C:2]1[CH:7]=[C:6]([Cl:8])[CH:5]=[CH:4][C:3]=1[C:9](=[O:36])[CH:10]([C:30]1[CH:35]=[CH:34][CH:33]=[CH:32][CH:31]=1)[CH2:11][N:12]1[CH:29]=[N:28][C:14]([CH2:15][C@@H:16]([C:25]([OH:27])=[O:26])[NH:17][C:18]([O:20][C:21]([CH3:24])([CH3:23])[CH3:22])=[O:19])=[CH:13]1.C[Si](C)(C)[N-][Si](C)(C)C.[Li+].[Cl:47]N1C(=O)CCC1=O>O1CCCC1.C(OCC)(=O)C>[Cl:47][C:10]([C:30]1[CH:31]=[CH:32][CH:33]=[CH:34][CH:35]=1)([C:9]([C:3]1[CH:4]=[CH:5][C:6]([Cl:8])=[CH:7][C:2]=1[Cl:1])=[O:36])[CH2:11][N:12]1[CH:29]=[N:28][C:14]([CH2:15][C@@H:16]([C:25]([OH:27])=[O:26])[NH:17][C:18]([O:20][C:21]([CH3:24])([CH3:23])[CH3:22])=[O:19])=[CH:13]1 |f:1.2|. Procedure: A portion of the 1-[3-(2,4-dichlorophenyl)-3-oxo-2-phenylpropyl]-N-[(1,1-dimethylethoxy)carbonyl]-L-histidine (5.5 g) in dry tetrahydrofuran (50 ml) was added dropwise to a stirred solution of lithium hexamethyldisilazide in tetrahydrofuran (33 ml, 1M solution in tetrahydrofuran) at -78° C. under an atmosphere of nitrogen. After 30 minutes the resulting solution was rapidly transferred, under an atmosphere of nitrogen, into a stirred solution of N-chlorosuccinimide (1.6 g) in dry tetrahydrofuran... Starting materials: CO[C@H]1C[C@H](C[C@@H]1O[N+](=O)[O-])C(=O)OC ((+)-methyl (1R,3S,4S)-3-methoxy-4-(nitrooxy)cyclopentanecarboxylate), FC1CC(CC1O[N+](=O)[O-])C(=O)OC (methyl (1RS,3RS,4RS)-3-fluoro-4-(nitrooxy)cyclopentanecarboxylate). Product: FC1CC(CC1O[N+](=O)[O-])C(=O)O ((1RS,3RS,4RS)-3-fluoro-4-(nitrooxy)cyclopentanecarboxylic acid). As a reaction SMILES: CO[C@@H]1[C@@H](O[N+]([O-])=O)C[C@H](C(OC)=O)C1.[F:16][CH:17]1[CH:21]([O:22][N+:23]([O-:25])=[O:24])[CH2:20][CH:19]([C:26]([O:28]C)=[O:27])[CH2:18]1>>[F:16][CH:17]1[CH:21]([O:22][N+:23]([O-:25])=[O:24])[CH2:20][CH:19]([C:26]([OH:28])=[O:27])[CH2:18]1. Procedure: The title compound was prepared by following step D for example 1, except that the reagent (+)-methyl (1R,3S,4S)-3-methoxy-4-(nitrooxy)cyclopentanecarboxylate was replaced by methyl (1RS,3RS,4RS)-3-fluoro-4-(nitrooxy)cyclopentanecarboxylate. 1H NMR (500 MHz, CDCl3) δ 2.13-2.52 (m, 1H), 2.30-2.52 (m, 2H), 2.61-2.69 (m, 1H), 3.16 (m, 1H), 5.10 (m, 1H), 5.47 (m, 1H). Reaction SMILES: [CH3:1][c:2]1[n:3][o:4][c:5](-[c:18]2[cH:19][cH:20][c:21](-[c:24]3[cH:25][cH:26][c:27]([C:30]4([C:33](=[O:34])[OH:35])[CH2:31][CH2:32]4)[cH:28][cH:29]3)[cH:22][cH:23]2)[c:6]1[C:7]([CH2:8][CH2:9][CH2:10][c:11]1[cH:12][cH:13][cH:14][cH:15][cH:16]1)=[O:17].[CH3:37][Mg+:38].[I-:36]>>[CH3:1][c:2]1[n:3][o:4][c:5](-[c:18]2[cH:19][cH:20][c:21](-[c:24]3[cH:25][cH:26][c:27]([C:30]4([C:33](=[O:34])[OH:35])[CH2:31][CH2:32]4)[cH:28][cH:29]3)[cH:22][cH:23]2)[c:6]1[C:7]([CH2:8][CH2:9][CH2:10][c:11]1[cH:12][cH:13][cH:14][cH:15][cH:16]1)([OH:17])[CH3:37]. Yields the product Cc1noc(-c2ccc(-c3ccc(C4(C(=O)O)CC4)cc3)cc2)c1C(C)(O)CCCc1ccccc1. Starting materials: Cc1noc(-c2ccc(-c3ccc(C4(C(=O)O)CC4)cc3)cc2)c1C(=O)CCCc1ccccc1, C[Mg+], [I-]. Reactants: C12(CC3CC(CC(C1)C3)C2)S(=O)(=O)Cl (1-Adamantanesulfonyl chloride), N[C@@H]1CN(CC1)CCC1=CC=CC=C1 ((S)-3-amino-1-(2-phenylethyl)pyrrolidine). Yields the product C1(=CC=CC=C1)CCN1C[C@H](CC1)NS(=O)(=O)C12CC3CC(CC(C1)C3)C2 ((S)-N-(1-(2-phenylethyl)pyrrolidin-3-yl)-1-adamantanesulfonamide). Reaction SMILES: [C:1]12([S:11](Cl)(=[O:13])=[O:12])[CH2:10][CH:5]3[CH2:6][CH:7]([CH2:9][CH:3]([CH2:4]3)[CH2:2]1)[CH2:8]2.[NH2:15][C@H:16]1[CH2:20][CH2:19][N:18]([CH2:21][CH2:22][C:23]2[CH:28]=[CH:27][CH:26]=[CH:25][CH:24]=2)[CH2:17]1>>[C:23]1([CH2:22][CH2:21][N:18]2[CH2:19][CH2:20][C@H:16]([NH:15][S:11]([C:1]34[CH2:10][CH:5]5[CH2:6][CH:7]([CH2:9][CH:3]([CH2:4]5)[CH2:2]3)[CH2:8]4)(=[O:13])=[O:12])[CH2:17]2)[CH:24]=[CH:25][CH:26]=[CH:27][CH:28]=1. Reported procedure: 1-Adamantanesulfonyl chloride and (S)-3-amino-1-(2-phenylethyl)pyrrolidine were reacted under the same conditions as in Example 53 to give (S)-N-(1-(2-phenylethyl)pyrrolidin-3-yl)-1-adamantanesulfonamide. Reactants: C(C)(C)(C)OC(NC(CC1=CC=C(C=C1)I)(C)C)=O ([2-(4-iodophenyl)-1,1-dimethyl-ethyl]-carbamic acid tert-butyl ester), Cl (HCl). The solvent is CO (methanol). Run at temperature 50 celsius, time 3 hour. Yields the product IC1=CC=C(C=C1)CC(C)(C)N (2-(4-Iodo-phenyl)-1,1-dimethyl-ethylamine). As a reaction SMILES: C(OC(=O)[NH:7][C:8]([CH3:18])([CH3:17])[CH2:9][C:10]1[CH:15]=[CH:14][C:13]([I:16])=[CH:12][CH:11]=1)(C)(C)C.Cl>CO>[I:16][C:13]1[CH:12]=[CH:11][C:10]([CH2:9][C:8]([NH2:7])([CH3:17])[CH3:18])=[CH:15][CH:14]=1. Procedure details: To 1.10 g (2.93 mmol) [2-(4-iodophenyl)-1,1-dimethyl-ethyl]-carbamic acid tert-butyl ester (I52.9) in 8 ml methanol are added 7.04 ml HCl (1.25 mol/l in MeOH) and the solution is stirred at 50° C. for 3 h. The solvent is removed under reduced pressure and the resulting crude product is purified by HPLC (H2O/MeOH/NH3). The reactants are O=C([O-])O, CCN=C=NCCCN(C)C, CC(C)c1cccc(C(C)C)c1N, COC(=O)c1cc(Cl)ccc1NC(=O)COCC(=O)O, Cl, [Na+], On1nnc2ccccc21. Yields the product COC(=O)c1cc(Cl)ccc1NC(=O)COCC(=O)Nc1c(C(C)C)cccc1C(C)C. Reaction SMILES: [C:56](=[O:57])([O-:58])[OH:59].[CH2:35]([N:36]=[C:37]=[N:38][CH2:39][CH2:40][CH2:41][N:42]([CH3:43])[CH3:44])[CH3:45].[CH:21]([CH3:22])([CH3:23])[c:24]1[c:25]([NH2:26])[c:27]([CH:31]([CH3:32])[CH3:33])[cH:28][cH:29][cH:30]1.[Cl:1][c:2]1[cH:3][c:4]([C:17](=[O:18])[O:19][CH3:20])[c:5]([NH:8][C:9]([CH2:10][O:11][CH2:12][C:13](=[O:14])[OH:15])=[O:16])[cH:6][cH:7]1.[ClH:34].[Na+:60].[OH:46][n:47]1[c:48]2[cH:49][cH:50][cH:51][cH:52][c:53]2[n:54][n:55]1>>[Cl:1][c:2]1[cH:3][c:4]([C:17](=[O:18])[O:19][CH3:20])[c:5]([NH:8][C:9]([CH2:10][O:11][CH2:12][C:13](=[O:15])[NH:26][c:25]2[c:24]([CH:21]([CH3:22])[CH3:23])[cH:30][cH:29][cH:28][c:27]2[CH:31]([CH3:32])[CH3:33])=[O:16])[cH:6][cH:7]1. Reactants: ClC=1C=CC2=C(NC(C3=C(N2)C=CC=C3)=O)C1 (8-Chloro-5,10-dihydro-dibenzo[b,e][1,4]diazepine-11-one), C(C)N(CCN)CC (N,N-diethylethylenediamine). Yields the product ClC=1C=CC2=C(N=C(C3=C(N2)C=CC=C3)NCCN(CC)CC)C1 (N′-(8-Chloro-5H-dibenzo[b,e][1,4]diazepine-11-yl)-N,N-diethyl-ethane-1,2-diamine). The yield is 11.4%. Reaction SMILES: [Cl:1][C:2]1[CH:3]=[CH:4][C:5]2[NH:11][C:10]3[CH:12]=[CH:13][CH:14]=[CH:15][C:9]=3[C:8](=O)[NH:7][C:6]=2[CH:17]=1.[CH2:18]([N:20]([CH2:24][CH3:25])[CH2:21][CH2:22][NH2:23])[CH3:19]>>[Cl:1][C:2]1[CH:3]=[CH:4][C:5]2[NH:11][C:10]3[CH:12]=[CH:13][CH:14]=[CH:15][C:9]=3[C:8]([NH:23][CH2:22][CH2:21][N:20]([CH2:24][CH3:25])[CH2:18][CH3:19])=[N:7][C:6]=2[CH:17]=1. Procedure details: 8-Chloro-5,10-dihydro-dibenzo[b,e][1,4]diazepine-11-one (25 mg, 0.1 mmol) and N,N-diethylethylenediamine (58 mg, 0.5 mmol) were reacted according to GP4 to give 3.9 mg of the title compound (160FE16E). MS (ESI) 343 (MH+). Purity for MH+ (UV/MS) 99/94.